describe an organic reaction: reactants, conditions, products, and yield From a dataset of the Open Reaction Database (ORD), a public repository of structured organic reaction records. The reactants are NC1=CC2=C(CCN(CC2)C[C@H](C(F)(F)F)O)C=C1 ((R)-3-(7-amino-1,2,4,5-tetrahydro-benzo[d]azepin-3-yl)-1,1,1-trifluoro-propan-2-ol), ClC1=NC=C(C(=N1)NC1=C(C=C(C=C1)N1CCOCC1)OC)Cl ((2,5-dichloro-pyrimidin-4-yl)-(2-methoxy-4-morpholin-4-yl-phenyl)-amine). The product is ClC=1C(=NC(=NC1)NC1=CC2=C(CCN(CC2)C[C@H](C(F)(F)F)O)C=C1)NC1=C(C=C(C=C1)N1CCOCC1)OC ((R)-3-{7-[5-Chloro-4-(2-methoxy-4-morpholin-4-yl-phenylamino)-pyrimidin-2-ylamino]-1,2,4,5-tetrahydro-benzo[d]azepin-3-yl}-1,1,1-trifluoro-propan-2-ol), solid. Yield: 52.0%. As a reaction SMILES: [NH2:1][C:2]1[CH:19]=[CH:18][C:5]2[CH2:6][CH2:7][N:8]([CH2:11][C@@H:12]([OH:17])[C:13]([F:16])([F:15])[F:14])[CH2:9][CH2:10][C:4]=2[CH:3]=1.Cl[C:21]1[N:26]=[C:25]([NH:27][C:28]2[CH:33]=[CH:32][C:31]([N:34]3[CH2:39][CH2:38][O:37][CH2:36][CH2:35]3)=[CH:30][C:29]=2[O:40][CH3:41])[C:24]([Cl:42])=[CH:23][N:22]=1>>[Cl:42][C:24]1[C:25]([NH:27][C:28]2[CH:33]=[CH:32][C:31]([N:34]3[CH2:35][CH2:36][O:37][CH2:38][CH2:39]3)=[CH:30][C:29]=2[O:40][CH3:41])=[N:26][C:21]([NH:1][C:2]2[CH:19]=[CH:18][C:5]3[CH2:6][CH2:7][N:8]([CH2:11][C@@H:12]([OH:17])[C:13]([F:16])([F:14])[F:15])[CH2:9][CH2:10][C:4]=3[CH:3]=2)=[N:22][CH:23]=1. Procedure: (R)-3-{7-[5-Chloro-4-(2-methoxy-4-morpholin-4-yl-phenylamino)-pyrimidin-2-ylamino]-1,2,4,5-tetrahydro-benzo[d]azepin-3-yl}-1,1,1-trifluoro-propan-2-ol was prepared from (R)-3-(7-amino-1,2,4,5-tetrahydro-benzo[d]azepin-3-yl)-1,1,1-trifluoro-propan-2-ol and (2,5-dichloro-pyrimidin-4-yl)-(2-methoxy-4-morpholin-4-yl-phenyl)-amine in an analogous manner to Example 328. Product isolated as a white solid (85 mg, 52%). m.p.=174-175° C.; LCMS (m/e) 593 (M+1); 1H-NMR (CDCl3, 400 MHz) δ 8.24 (d, 1H, J=8.7 ... The reactants are CC(C)(C)OC(=O)NCCCCC(NC(=O)OC(C)(C)C)C(=O)O, CCN=C=NCCCN(C)C, CCN(C(C)C)C(C)C, Cl, O=C(O)C(F)(F)F, CCCNc1nc(SCc2csc(-c3ccc(Cl)cc3)n2)c(C#N)c(-c2ccc(OCCOC(=O)C(C)N)cc2)c1C#N, CN(C)C=O, O, O, On1nnc2ccccc21. Product: CCCNc1nc(SCc2csc(-c3ccc(Cl)cc3)n2)c(C#N)c(-c2ccc(OCCOC(=O)C(C)NC(=O)C(CCCCNC(=O)OC(C)(C)C)NC(=O)OC(C)(C)C)cc2)c1C#N. Reaction SMILES: [C:1]([CH3:2])([CH3:3])([CH3:4])[O:5][C:6](=[O:7])[NH:8][CH:9]([CH2:10][CH2:11][CH2:12][CH2:13][NH:14][C:15](=[O:16])[O:17][C:18]([CH3:19])([CH3:20])[CH3:21])[C:22](=[O:23])[OH:24].[CH3:37][N:38]([CH3:39])[CH2:40][CH2:41][CH2:42][N:43]=[C:44]=[N:45][CH2:46][CH3:47].[CH:48]([N:49]([CH2:50][CH3:51])[CH:52]([CH3:53])[CH3:54])([CH3:55])[CH3:56].[ClH:36].[F:57][C:58]([F:59])([F:60])[C:61]([OH:62])=[O:63].[NH2:64][CH:65]([CH3:66])[C:67](=[O:68])[O:69][CH2:70][CH2:71][O:72][c:73]1[cH:74][cH:75][c:76](-[c:79]2[c:80]([C:105]#[N:106])[c:81]([S:91][CH2:92][c:93]3[n:94][c:95](-[c:98]4[cH:99][cH:100][c:101]([Cl:104])[cH:102][cH:103]4)[s:96][cH:97]3)[n:82][c:83]([NH:87][CH2:88][CH2:89][CH3:90])[c:84]2[C:85]#[N:86])[cH:77][cH:78]1.[O:107]=[CH:108][N:109]([CH3:110])[CH3:111].[OH2:112].[OH2:25].[OH:26][n:27]1[c:28]2[cH:29][cH:30][cH:31][cH:32][c:33]2[n:34][n:35]1>>[C:1]([CH3:2])([CH3:3])([CH3:4])[O:5][C:6](=[O:7])[NH:8][CH:9]([CH2:10][CH2:11][CH2:12][CH2:13][NH:14][C:15](=[O:16])[O:17][C:18]([CH3:19])([CH3:20])[CH3:21])[C:22](=[O:24])[NH:64][CH:65]([CH3:66])[C:67](=[O:68])[O:69][CH2:70][CH2:71][O:72][c:73]1[cH:74][cH:75][c:76](-[c:79]2[c:80]([C:105]#[N:106])[c:81]([S:91][CH2:92][c:93]3[n:94][c:95](-[c:98]4[cH:99][cH:100][c:101]([Cl:104])[cH:102][cH:103]4)[s:96][cH:97]3)[n:82][c:83]([NH:87][CH2:88][CH2:89][CH3:90])[c:84]2[C:85]#[N:86])[cH:77][cH:78]1. Reactants: C1COCCO1, CCCC[n+]1ccn(C)c1, CS(=O)(=O)O, [Cl-]. Yields the product CCCC[n+]1ccn(C)c1, CS(=O)(=O)[O-]. RXN SMILES: [CH2:17]1[O:18][CH2:19][CH2:20][O:21][CH2:22]1.[CH2:2]([CH2:3][CH2:4][CH3:5])[n+:6]1[cH:7][n:8]([CH3:11])[cH:9][cH:10]1.[CH3:12][S:13]([OH:14])(=[O:15])=[O:16].[Cl-:1]>>[CH2:2]([CH2:3][CH2:4][CH3:5])[n+:6]1[cH:7][n:8]([CH3:11])[cH:9][cH:10]1.[CH3:12][S:13](=[O:14])(=[O:15])[O-:16]. The reactants are C(C)(C)(C)OC(NC1(COC(OC1)(C)C)CCC1=CC(=C(C=C1)OCCCC1=C(C(=C(C=C1)F)F)F)C(F)(F)F)=O ([5-(2-{4-[3-(2,3,4-trifluorophenyl)propoxy]-3-trifluoromethylphenyl}ethyl)-2,2-dimethyl-1,3-dioxan-5-yl]carbamic acid t-butyl ester), Cl (hydrochloric acid). The solvent is C(C)O (ethanol). Reaction conditions: temperature 80 celsius, time 2 hour. The product is Cl.NC(CO)(CO)CCC1=CC(=C(C=C1)OCCCC1=C(C(=C(C=C1)F)F)F)C(F)(F)F (2-amino-2-(2-{4-[3-(2,3,4-trifluorophenyl)propoxy]-3-trifluoromethylphenyl}ethyl)propane-1,3-diol hydrochloride). As a reaction SMILES: C(OC(=O)[NH:7][C:8]1([CH2:16][CH2:17][C:18]2[CH:23]=[CH:22][C:21]([O:24][CH2:25][CH2:26][CH2:27][C:28]3[CH:33]=[CH:32][C:31]([F:34])=[C:30]([F:35])[C:29]=3[F:36])=[C:20]([C:37]([F:40])([F:39])[F:38])[CH:19]=2)[CH2:13][O:12]C(C)(C)[O:10][CH2:9]1)(C)(C)C.[ClH:42]>C(O)C>[ClH:42].[NH2:7][C:8]([CH2:16][CH2:17][C:18]1[CH:23]=[CH:22][C:21]([O:24][CH2:25][CH2:26][CH2:27][C:28]2[CH:33]=[CH:32][C:31]([F:34])=[C:30]([F:35])[C:29]=2[F:36])=[C:20]([C:37]([F:40])([F:39])[F:38])[CH:19]=1)([CH2:13][OH:12])[CH2:9][OH:10] |f:3.4|. Procedure: Compound 70-4 (700 mg) was dissolved in ethanol (15 ml), concentrated hydrochloric acid (1.5 ml) was added, and the mixture was stirred at 80° C. for 2 hr. The reaction mixture was concentrated, and the residue was washed with diethyl ether to give the object product (520 mg) as a white powder. The reactants are CCS(=O)(=O)N1CCNCC1, CCOc1cc(C(C)(C)C#N)c(Cl)cc1C1=NC(c2ccc(Cl)cc2)C(c2ccc(Cl)cc2)N1C(=O)Cl. Product: CCOc1cc(C(C)(C)C#N)c(Cl)cc1C1=NC(c2ccc(Cl)cc2)C(c2ccc(Cl)cc2)N1C(=O)N1CCN(S(=O)(=O)CC)CC1. RXN SMILES: [CH2:38]([CH3:39])[S:40](=[O:41])(=[O:42])[N:43]1[CH2:44][CH2:45][NH:46][CH2:47][CH2:48]1.[Cl:1][c:2]1[c:3]([C:33]([CH3:34])([CH3:35])[C:36]#[N:37])[cH:4][c:5]([O:30][CH2:31][CH3:32])[c:6]([C:8]2=[N:12][CH:11]([c:13]3[cH:14][cH:15][c:16]([Cl:19])[cH:17][cH:18]3)[CH:10]([c:20]3[cH:21][cH:22][c:23]([Cl:26])[cH:24][cH:25]3)[N:9]2[C:27](=[O:28])[Cl:29])[cH:7]1>>[Cl:1][c:2]1[c:3]([C:33]([CH3:34])([CH3:35])[C:36]#[N:37])[cH:4][c:5]([O:30][CH2:31][CH3:32])[c:6]([C:8]2=[N:12][CH:11]([c:13]3[cH:14][cH:15][c:16]([Cl:19])[cH:17][cH:18]3)[CH:10]([c:20]3[cH:21][cH:22][c:23]([Cl:26])[cH:24][cH:25]3)[N:9]2[C:27](=[O:28])[N:46]2[CH2:45][CH2:44][N:43]([S:40]([CH2:38][CH3:39])(=[O:41])=[O:42])[CH2:48][CH2:47]2)[cH:7]1. Starting materials: ClC1=NC(=CC=C1CCO)Cl (2-(2,6-dichloropyridin-3-yl)ethanol), FC1=C2C=C(NC2=CC=C1)B1OC(C(O1)(C)C)(C)C (4-fluoro-2-(4,4,5,5-tetramethyl-1,3,2-dioxaborolan-2-yl)-1H-indole), CS2CO3. Reagents/catalysts: [Pd](Cl)Cl.C(C)(C)(C)P([C-]1C=CC=C1)C(C)(C)C.[C-]1(C=CC=C1)P(C(C)(C)C)C(C)(C)C.[Fe+2] (1,1′-bis(di-tert-butylphosphino)ferrocene palladium chloride). Solvent: O1CCOCC1 (1,4-dioxane), O (water). Reaction conditions: temperature 90 celsius, time 8 hour. The product is ClC1=CC=C(C(=N1)C=1NC2=CC=CC(=C2C1)F)CCO (2-(6-chloro-2-(4-fluoro-1H-indol-2-yl)pyridin-3-yl)ethanol). Isolated yield 19.8%. Reaction SMILES: Cl[C:2]1[C:7]([CH2:8][CH2:9][OH:10])=[CH:6][CH:5]=[C:4]([Cl:11])[N:3]=1.[F:12][C:13]1[CH:21]=[CH:20][CH:19]=[C:18]2[C:14]=1[CH:15]=[C:16](B1OC(C)(C)C(C)(C)O1)[NH:17]2>O1CCOCC1.O.[Pd](Cl)Cl.C(P(C(C)(C)C)[C-]1C=CC=C1)(C)(C)C.[C-]1(P(C(C)(C)C)C(C)(C)C)C=CC=C1.[Fe+2]>[Cl:11][C:4]1[N:3]=[C:2]([C:16]2[NH:17][C:18]3[C:14]([CH:15]=2)=[C:13]([F:12])[CH:21]=[CH:20][CH:19]=3)[C:7]([CH2:8][CH2:9][OH:10])=[CH:6][CH:5]=1 |f:4.5.6.7|. Reported procedure: To a degassed solution of 2-(2,6-dichloropyridin-3-yl)ethanol (200 mg, 1.04 mmol) and 4-fluoro-2-(4,4,5,5-tetramethyl-1,3,2-dioxaborolan-2-yl)-1H-indole (272 mg, 1.04 mmol) in 1,4-dioxane (8 mL) and water (200 μl) was added CS2CO3 (679 mg, 2.08 mmol) and 1,1′-bis(di-tert-butylphosphino)ferrocene palladium chloride (68 mg, 0.10 mmol) under N2 protection. The resulting mixture was heated to 90° C. and stirred at this temperature overnight. The reaction was cooled, filtered through a pad of the cel... Starting materials: oil, C(C)OC(C(CCCCC(S(=O)(=O)C1=CC=C(C=C1)C)[N+]#C)(C)C)=O ({7-Ethoxy-6,6-dimethyl-1-[(4-methylphenyl)sulfonyl]-7-oxoheptyl}(methylidyne) ammonium), C(C)(C)(C)OC(=O)C1(CC1)CCCCC(CCCCC1(CC1)C(=O)OC(C)(C)C)=O (t-Butyl 1-[9-[1-(tert-butoxycarbonyl)cyclopropyl]-5-oxononyl]-1-cyclopropanecarboxylate), ICCCCC1(CCC1)C(=O)OCC (Ethyl 1-(4-iodobutyl)-1-cyclobutanecarboxylate), CC(C)(C)[O-].[K+] (KOtBu). Run in Cl (HCl). Product: C(C)OC(=O)C1(CCC1)CCCCC(CCCCC(C(=O)OCC)(C)C)=O (Ethyl 11-[1-(ethoxycarbonyl)cyclobutyl]-2,2-dimethyl-7-oxoundecanoate). Reaction SMILES: C(OC(=O)C(C)(C)CCCCC([N+]#C)S(C1C=CC(C)=CC=1)(=O)=O)C.I[CH2:27][CH2:28][CH2:29][CH2:30][C:31]1([C:35]([O:37][CH2:38][CH3:39])=[O:36])[CH2:34][CH2:33][CH2:32]1.CC([O-])(C)C.[K+].[C:46]([O:50][C:51]([C:53]1([CH2:56][CH2:57][CH2:58][CH2:59][C:60](=[O:75])CCCCC2(C(OC(C)(C)C)=O)CC2)[CH2:55][CH2:54]1)=[O:52])(C)(C)[CH3:47]>Cl>[CH2:38]([O:37][C:35]([C:31]1([CH2:30][CH2:29][CH2:28][CH2:27][C:60](=[O:75])[CH2:59][CH2:58][CH2:57][CH2:56][C:53]([CH3:55])([CH3:54])[C:51]([O:50][CH2:46][CH3:47])=[O:52])[CH2:34][CH2:33][CH2:32]1)=[O:36])[CH3:39] |f:2.3|. Procedure details: Compound 106e was prepared likewise Method C starting from 108a (11.01 g, 30.1 mmol), 105b (10.28 g, 33.1 mmol) and KOtBu (4.06 g, 36.2 mmol) to give, after purification by column chromatography (silica, heptane:EtOAc=6:1; a layer of NaHCO3 was put on the base of the column), ethyl 1-[11-ethoxy-5-isocyano-10,10-dimethyl-5-[(4-methylphenyl)sulfonyl]-11-oxoundecyl]-1-cyclobutanecarboxylate (14.11 g) as a colorless oil. Part of this oil (13.86 g, 25.3 mmol) was treated with cone aqueous HCl (50 mL)...